The task is: describe an organic reaction: reactants, conditions, products, and yield. This data is from the Open Reaction Database (ORD), a public repository of structured organic reaction records. Starting materials: N#Cc1ccccc1-c1ccc(CBr)cc1, O=C([O-])[O-], CCCCc1nc(C2CC2)cc(=O)[nH]1, CC#N, [K+], [K+]. Yields the product CCCCc1nc(C2CC2)cc(=O)n1Cc1ccc(-c2ccccc2C#N)cc1. Reaction SMILES: [Br:15][CH2:16][c:17]1[cH:18][cH:19][c:20](-[c:23]2[c:24]([C:29]#[N:30])[cH:25][cH:26][cH:27][cH:28]2)[cH:21][cH:22]1.[C:31](=[O:32])([O-:33])[O-:34].[CH2:1]([CH2:2][CH2:3][CH3:4])[c:5]1[n:6][c:7]([CH:12]2[CH2:13][CH2:14]2)[cH:8][c:9](=[O:11])[nH:10]1.[CH3:37][C:38]#[N:39].[K+:35].[K+:36]>>[CH2:1]([CH2:2][CH2:3][CH3:4])[c:5]1[n:6][c:7]([CH:12]2[CH2:13][CH2:14]2)[cH:8][c:9](=[O:11])[n:10]1[CH2:16][c:17]1[cH:18][cH:19][c:20](-[c:23]2[c:24]([C:29]#[N:30])[cH:25][cH:26][cH:27][cH:28]2)[cH:21][cH:22]1. Reactants: NC=1C(=CC=CC1)C (2-toluidine), FC(C(F)(F)F)(F)I (perfluoroethyl iodide), S(=O)(O)[O-].[Na+] (sodium hydrogen sulfite), C(O)([O-])=O.[Na+] (sodium hydrogen carbonate). The reagents and catalysts are [Zn] (zinc). Run in O1CCCC1 (tetrahydrofuran), O (water). Reaction conditions: time 3 hour. Yields the product CC1=C(N)C(=CC=C1)C(C(F)(F)F)(F)F (2-methyl-6-pentafluoroethylaniline). Reaction SMILES: [NH2:1][C:2]1[C:3]([CH3:8])=[CH:4][CH:5]=[CH:6][CH:7]=1.[F:9][C:10](I)([F:15])[C:11]([F:14])([F:13])[F:12].S([O-])(O)=O.[Na+].C(=O)([O-])O.[Na+]>[Zn].O1CCCC1.O>[CH3:8][C:3]1[CH:4]=[CH:5][CH:6]=[C:7]([C:10]([F:15])([F:9])[C:11]([F:14])([F:13])[F:12])[C:2]=1[NH2:1] |f:2.3,4.5|. Procedure: To a two-layer system liquid mixture of 10 ml of water and 10 ml of tetrahydrofuran were added 1.07 g (10 mmoles) of 2-toluidine, 2.46 g (10 mmoles) of perfluoroethyl iodide, 1.04 g (10 mmoles) of sodium hydrogen sulfite, 0.65 g (10 mmoles) of zinc and 0.84 g (10 mmoles) of sodium hydrogen carbonate, and the resulting mixture was stirred at room temperature for 3 hours. The organic layer was dried with magnesium sulfate. The gas chromatographic analysis of the organic layer showed that, in terms... The reactants are CCC(C)(C)N, CCOc1c(Nc2ccc(C#N)cc2O)c(=O)c1=O, CCO, CCOC(C)=O, CCCCCC. Product: CCC(C)(C)Nc1c(Nc2ccc(C#N)cc2O)c(=O)c1=O. As a reaction SMILES: [C:20]([CH3:21])([CH3:22])([CH2:23][CH3:24])[NH2:25].[CH2:1]([O:2][c:4]1[c:5](=[O:19])[c:6](=[O:18])[c:7]1[NH:8][c:9]1[c:10]([OH:17])[cH:11][c:12]([C:15]#[N:16])[cH:13][cH:14]1)[CH3:3].[CH3:26][CH2:27][OH:28].[CH3:29][CH2:30][O:31][C:32](=[O:33])[CH3:34].[CH3:35][CH2:36][CH2:37][CH2:38][CH2:39][CH3:40]>>[c:4]1([NH:25][C:20]([CH3:21])([CH3:22])[CH2:23][CH3:24])[c:5](=[O:19])[c:6](=[O:18])[c:7]1[NH:8][c:9]1[c:10]([OH:17])[cH:11][c:12]([C:15]#[N:16])[cH:13][cH:14]1.